Task: describe an organic reaction: reactants, conditions, products, and yield. Dataset: the Open Reaction Database (ORD), a public repository of structured organic reaction records Reactants: [Br-].C(CCCCCCCC)[P+](C1=CC=CC=C1)(C1=CC=CC=C1)C1=CC=CC=C1 (nonyltriphenylphosphonium bromide), C1(=CC=CC=C1)C(N1C=NC(=C1)C=O)(C1=CC=CC=C1)C1=CC=CC=C1 ((1-triphenymethyl-1H-imidazol-4-yl)methanal), N1C=NC(=C1)C=CCCCCCCC ((1H-imidazol-4-yl)-1-nonene). Yields the product N1C=NC(=C1)CCCCCCCCC ((1H-Imidazol-4-yl)nonane). RXN SMILES: [Br-].C([P+](C1C=CC=CC=1)(C1C=CC=CC=1)C1C=CC=CC=1)CCCCCCCC.C1(C(C2C=CC=CC=2)(C2C=CC=CC=2)N2C=C(C=O)N=C2)C=CC=CC=1.[NH:56]1[CH:60]=[C:59]([CH:61]=[CH:62][CH2:63][CH2:64][CH2:65][CH2:66][CH2:67][CH2:68][CH3:69])[N:58]=[CH:57]1>>[NH:56]1[CH:60]=[C:59]([CH2:61][CH2:62][CH2:63][CH2:64][CH2:65][CH2:66][CH2:67][CH2:68][CH3:69])[N:58]=[CH:57]1 |f:0.1|. Procedure: 10 mmol of nonyltriphenylphosphonium bromide, 10 mmol of (1-triphenymethyl-1H-imidazol-4-yl)methanal (see Example 51) are treated as described in Example 51. The product of this reaction ((1H-imidazol-4-yl)-1-nonene) is treated as described in Example 52. Starting materials: Cl.C1(=CC=CC=C1)C1=NC2=CC=CC=C2C(=C1)C(=O)Cl (2-Phenylquinoline-4-carboxylic acid chloride hydrochloride), CNC (N,N-dimethylamine). The solvent is C(Cl)Cl (methylene chloride). Conditions: temperature 0 celsius, time 1 hour. Yields the product CN(C(=O)C1=CC(=NC2=CC=CC=C12)C1=CC=CC=C1)C (N,N-dimethyl-2-phenylquinoline-4-carboxamide). RXN SMILES: Cl.[C:2]1([C:8]2[CH:17]=[C:16]([C:18](Cl)=[O:19])[C:15]3[C:10](=[CH:11][CH:12]=[CH:13][CH:14]=3)[N:9]=2)[CH:7]=[CH:6][CH:5]=[CH:4][CH:3]=1.[CH3:21][NH:22][CH3:23]>C(Cl)Cl>[CH3:21][N:22]([CH3:23])[C:18]([C:16]1[C:15]2[C:10](=[CH:11][CH:12]=[CH:13][CH:14]=2)[N:9]=[C:8]([C:2]2[CH:7]=[CH:6][CH:5]=[CH:4][CH:3]=2)[CH:17]=1)=[O:19] |f:0.1|. Reported procedure: 2-Phenylquinoline-4-carboxylic acid chloride hydrochloride (10.7 g) is added in portions over a period of 1 hour to a stirred solution of N,N-dimethylamine (18.9 g) in methylene chloride (100 ml), cooled to 0° C. The mixture is stirred for 1 hour at 0° C. The solution is evaporated under reduced pressure. The residue is taken up in methylene chloride (100 ml). The organic phase is washed with water (3×100 ml), dried over magnesium sulphate and evaporated under reduced pressure. Reactants: N1(CCC(CC1)C(=O)OC)C(=O)OC(C)(C)C (1-tert-butyl 4-methyl piperidine-1,4-dicarboxylate), [Li+].[OH-] (LiOH), CO (MeOH), O (H2O). Run in C1CCOC1 (THF). Run at time 8 hour. Yields the product C(C)(C)(C)OC(=O)N1CCC(CC1)C(=O)O (1-(tert-butoxycarbonyl)piperidine-4-carboxylic acid). Yield: 100.3%. As a reaction SMILES: [N:1]1([C:11]([O:13][C:14]([CH3:17])([CH3:16])[CH3:15])=[O:12])[CH2:6][CH2:5][CH:4]([C:7]([O:9]C)=[O:8])[CH2:3][CH2:2]1.[Li+].[OH-].CO.O>C1COCC1>[C:14]([O:13][C:11]([N:1]1[CH2:6][CH2:5][CH:4]([C:7]([OH:9])=[O:8])[CH2:3][CH2:2]1)=[O:12])([CH3:17])([CH3:15])[CH3:16] |f:1.2|. Procedure: A mixture of 1-tert-butyl 4-methyl piperidine-1,4-dicarboxylate (4.84 g 20 mmol), and LiOH (2.52 g, 60 mmol) in THF (90 mL)/MeOH (90 mL)/H2O (30 mL) was stirred at r.t overnight. Then the solvents were removed, and the pH of the residue was adjusted to 2 by using 2N HCl. The resulting mixture was extracted with EtOAc (3×20 mL). The combined organic layers were dried over Na2SO4, and concentrated to give 1-(tert-butoxycarbonyl)piperidine-4-carboxylic acid (4.6 g, yield 100.0%). Reactants: NC1=CN=C2C=CC(N(C2=C1)CCN1CCC(CC1)NCC1=CC2=C(C=N1)OCCO2)=O (7-amino-1-(2-(4-((2,3-dihydro(1,4)dioxino(2,3-c)pyridin-7-ylmethyl)amino)piperidin-1-yl)ethyl)-1,5-naphthyridin-2(1H)-one), Cl.C(C)O (hydrogen chloride ethanol). Solvent: C(C)O (ethanol), C(C)(=O)OCC (ethyl acetate). Run at time 20 minute. Yields the product Cl.NC1=CN=C2C=CC(N(C2=C1)CCN1CCC(CC1)NCC1=CC2=C(C=N1)OCCO2)=O (7-amino-1-(2-(4-((2,3-dihydro(1,4)dioxino(2,3-c)pyridin-7-ylmethyl)amino)piperidin-1-yl)ethyl)-1,5-naphthyridin-2(1H)-one hydrochloride). RXN SMILES: [NH2:1][C:2]1[CH:11]=[C:10]2[C:5]([CH:6]=[CH:7][C:8](=[O:32])[N:9]2[CH2:12][CH2:13][N:14]2[CH2:19][CH2:18][CH:17]([NH:20][CH2:21][C:22]3[N:27]=[CH:26][C:25]4[O:28][CH2:29][CH2:30][O:31][C:24]=4[CH:23]=3)[CH2:16][CH2:15]2)=[N:4][CH:3]=1.[ClH:33].C(O)C>C(O)C.C(OCC)(=O)C>[ClH:33].[NH2:1][C:2]1[CH:11]=[C:10]2[C:5]([CH:6]=[CH:7][C:8](=[O:32])[N:9]2[CH2:12][CH2:13][N:14]2[CH2:15][CH2:16][CH:17]([NH:20][CH2:21][C:22]3[N:27]=[CH:26][C:25]4[O:28][CH2:29][CH2:30][O:31][C:24]=4[CH:23]=3)[CH2:18][CH2:19]2)=[N:4][CH:3]=1 |f:1.2,5.6|. Procedure details: To a solution of 0.095 g of 7-amino-1-(2-(4-((2,3-dihydro(1,4)dioxino(2,3-c)pyridin-7-ylmethyl)amino)piperidin-1-yl)ethyl)-1,5-naphthyridin-2(1H)-one in 3 mL of ethanol and 2 mL of ethyl acetate, 4 mL of a 2 mol/L hydrogen chloride/ethanol solution was added at room temperature, and the mixture was stirred at room temperature for 20 minutes, and the solvent was distilled off under reduced pressure. To the residue, 8 mL of diethyl ether was added, the residue was suspended therein, and the solid ... Procedure: To a mixture of 6-iodo-1-(2-methoxyethyl)-2-(methylthio)pyrimidin-4(1H)-one (100 mg, 0.31 mmol), (2,5-dimethoxyphenyl)boronic acid (0.37 mmol, 1.2 equiv.) and [1,1′-bis(diphenylphosphino)ferrocene] dichloropalladium(II) (14 mg, 0.017 mmol, 0.05 equiv) was added degassed 1,4-dioxane (2 mL), followed by a degassed solution of sodium carbonate (65 mg, 0.61 mmol) in water (0.7 mL). This reaction mixture was subjected to microwave irradiation at 120° C. for 30 minutes and the crude reaction mixture w... RXN SMILES: I[C:2]1[N:7]([CH2:8][CH2:9][O:10][CH3:11])[C:6]([S:12][CH3:13])=[N:5][C:4](=[O:14])[CH:3]=1.[CH3:15][O:16][C:17]1[CH:22]=[CH:21][C:20]([O:23][CH3:24])=[CH:19][C:18]=1B(O)O.C(=O)([O-])[O-].[Na+].[Na+]>O.Cl[Pd]Cl.C1(P(C2C=CC=CC=2)[C-]2C=CC=C2)C=CC=CC=1.[C-]1(P(C2C=CC=CC=2)C2C=CC=CC=2)C=CC=C1.[Fe+2]>[CH3:15][O:16][C:17]1[CH:22]=[CH:21][C:20]([O:23][CH3:24])=[CH:19][C:18]=1[C:2]1[N:7]([CH2:8][CH2:9][O:10][CH3:11])[C:6]([S:12][CH3:13])=[N:5][C:4](=[O:14])[CH:3]=1 |f:2.3.4,6.7.8.9|. Solvent: O (water). Reagents/catalysts: Cl[Pd]Cl.C1(=CC=CC=C1)P([C-]1C=CC=C1)C1=CC=CC=C1.[C-]1(C=CC=C1)P(C1=CC=CC=C1)C1=CC=CC=C1.[Fe+2] ([1,1′-bis(diphenylphosphino)ferrocene] dichloropalladium(II)). Yields the product COC1=C(C=C(C=C1)OC)C1=CC(N=C(N1CCOC)SC)=O (6-(2,5-dimethoxyphenyl)-1-(2-methoxyethyl)-2-(methylthio)pyrimidin-4(1H)-one). Reactants: IC1=CC(N=C(N1CCOC)SC)=O (6-iodo-1-(2-methoxyethyl)-2-(methylthio)pyrimidin-4(1H)-one), COC1=C(C=C(C=C1)OC)B(O)O ((2,5-dimethoxyphenyl)boronic acid), C([O-])([O-])=O.[Na+].[Na+] (sodium carbonate). Starting materials: C1(CCC=2CCCCCC12)=O (3,4,5,6,7,8-hexahydro-2H-azulen-1-one), C1(CCCCCC1)=O (cycloheptanone). Product: C=1CC=C2CCCCCC12 (2,4,5,6,7,8-hexahydroazulene). Yield: 98.0%. Procedure: 14 grams of 2,4,5,6,7,8-hexahydroazulene, (compound Ia with n=5) are obtained with a yield of 98% from the product (VI) and of 40% from the starting cycloheptanone, which has the following NMR spectrum: 1H-NMR (CDCl3, δ ppm rel. TMS): 5.96 (s, br, 2H); 2.84 (t, 2H, J=2Hz); 2.47 (m, 4H); 1.61 (m, 6H). RXN SMILES: [C:1]1(=O)[C:10]2[CH2:9][CH2:8][CH2:7][CH2:6][CH2:5][C:4]=2[CH2:3][CH2:2]1.C1(=O)CCCCCC1>>[CH:1]1[CH2:2][CH:3]=[C:4]2[C:10]=1[CH2:9][CH2:8][CH2:7][CH2:6][CH2:5]2. The reactants are CCCCOCCOc1ccc(-c2ccc3c(c2)C=C(C(=O)OC)CCCCN3CCC)cc1, CO, Cl, [Na+], C1CCOC1, [OH-], O. Yields the product CCCCOCCOc1ccc(-c2ccc3c(c2)C=C(C(=O)O)CCCCN3CCC)cc1. RXN SMILES: [CH2:1]([CH2:2][CH2:3][CH3:4])[O:5][CH2:6][CH2:7][O:8][c:9]1[cH:10][cH:11][c:12](-[c:15]2[cH:16][cH:17][c:18]3[c:19]([cH:34]2)[CH:20]=[C:21]([C:30](=[O:31])[O:32][CH3:33])[CH2:22][CH2:23][CH2:24][CH2:25][N:26]3[CH2:27][CH2:28][CH3:29])[cH:13][cH:14]1.[CH3:44][OH:45].[ClH:42].[Na+:41].[O:35]1[CH2:36][CH2:37][CH2:38][CH2:39]1.[OH-:40].[OH2:43]>>[CH2:1]([CH2:2][CH2:3][CH3:4])[O:5][CH2:6][CH2:7][O:8][c:9]1[cH:10][cH:11][c:12](-[c:15]2[cH:16][cH:17][c:18]3[c:19]([cH:34]2)[CH:20]=[C:21]([C:30](=[O:31])[OH:32])[CH2:22][CH2:23][CH2:24][CH2:25][N:26]3[CH2:27][CH2:28][CH3:29])[cH:13][cH:14]1. Reactants: N (ammonia), C1(C=CCCCCCCCCCCCC1)=O (2-cyclopentadecenone), C1(=CC=CC=C1)C (toluene), [Cl-].[NH4+] (ammonium chloride). Conditions: temperature -78 celsius, time 17 hour. Product: CC1CCCCCCCCCCCCC(=O)C1 (muscone). As a reaction SMILES: [C:1]1(=[O:16])[CH2:15][CH2:14][CH2:13][CH2:12][CH2:11][CH2:10][CH2:9][CH2:8][CH2:7][CH2:6][CH2:5][CH2:4][CH:3]=[CH:2]1.N.[Cl-].[NH4+].[C:20]1(C)C=CC=CC=1>>[CH3:20][CH:14]1[CH2:15][C:1](=[O:16])[CH2:2][CH2:3][CH2:4][CH2:5][CH2:6][CH2:7][CH2:8][CH2:9][CH2:10][CH2:11][CH2:12][CH2:13]1 |f:2.3|. Procedure: The solution was cooled to -78° C., and a solution of 0.3604 g (1.62 mmol) of 2-cyclopentadecenone in 1 ml of toluene was added thereto dropwise, followed by stirring at -78° C. for 17 hours. To the reaction mixture was added 4 ml of a 1:1 (by volume) mixture of aqueous ammonia and a saturated ammonium chloride aqueous solution, followed by heating up to room temperature. The aqueous layer was removed, and the organic layer was washed successively with a 1:1 (by volume) mixture of aqueous ammoni... Reactants: [OH-].[K+] (potassium hydroxide), C1OC=2C=C(C=CC2O1)O (3,4-methylenedioxyphenol), BrCCCBr (1,3-dibromopropane), C(C)(C)(C)O (t-butanol). Solvent: O (water). Reaction conditions: time 3 hour. Product: BrCCCOC1=CC2=C(OCO2)C=C1 (5-(3-bromopropoxy)-1,3-benzodioxole). Isolated yield 81.7%. As a reaction SMILES: [OH-].[K+].C(O)(C)(C)C.[CH2:8]1[O:16][C:15]2[CH:14]=[CH:13][C:12]([OH:17])=[CH:11][C:10]=2[O:9]1.[Br:18][CH2:19][CH2:20][CH2:21]Br>O>[Br:18][CH2:19][CH2:20][CH2:21][O:17][C:12]1[CH:13]=[CH:14][C:15]2[O:16][CH2:8][O:9][C:10]=2[CH:11]=1 |f:0.1|. Procedure details: To a solution prepared by dissolving 7.3 g of potassium hydroxide in 7 ml of water and then adding 120 ml of t-butanol are added 15 g of 3,4-methylenedioxyphenol and 88 g of 1,3-dibromopropane and the mixture is stirred for 3 hours under heating at reflux. After completion of the reaction, the solvent is distilled off and benzene is added and washed with water. The benzene layer is dried over anhydrous sodium sulfate and the solvent is distilled off. The residue is subjected to vacuum distillati... The solvent is CN(C)C=O (DMF). Reaction SMILES: [CH3:1][NH:2][CH:3]1[CH2:8][CH2:7][CH:6]([NH:9][C:10]2[N:11]=[CH:12][N:13]=[C:14]3[C:21]=2[C:20]2[CH2:19][CH2:18][CH2:17][C:16]=2[S:15]3)[CH2:5][CH2:4]1.Cl[CH2:23][C:24]([N:26]1[CH2:31][CH2:30][O:29][CH2:28][CH2:27]1)=[O:25].C(=O)([O-])[O-].[K+].[K+]>CN(C=O)C>[CH3:1][N:2]([CH:3]1[CH2:8][CH2:7][CH:6]([NH:9][C:10]2[N:11]=[CH:12][N:13]=[C:14]3[C:21]=2[C:20]2[CH2:19][CH2:18][CH2:17][C:16]=2[S:15]3)[CH2:5][CH2:4]1)[CH2:23][C:24]([N:26]1[CH2:31][CH2:30][O:29][CH2:28][CH2:27]1)=[O:25] |f:2.3.4|. Yields the product CN(CC(=O)N1CCOCC1)C1CCC(CC1)NC=1N=CN=C2SC=3CCCC3C12 (2-[methyl[4-([7-thia-9,11-diazatricyclo[6.4.0.0[2,6]]dodeca-1(12),2(6),8,10-tetraen-12-yl]amino)cyclohexyl]amino]-1-(morpholin-4-yl)ethan-1-one). Reactants: CNC1CCC(CC1)NC=1N=CN=C2SC=3CCCC3C12 (1-N-methyl-4-N-[7-thia-9,11-diazatricyclo[6.4.0.0[2,6]]dodeca-1(12),2(6),8,10-tetraen-12-yl]cyclohexane-1,4-diamine), ClCC(=O)N1CCOCC1 (2-chloro-1-(morpholin-4-yl)ethan-1-one), C([O-])([O-])=O.[K+].[K+] (potassium carbonate), compound 1. Procedure: Note: For the preparation of the starting material compound 1, see Example 147. To a solution of 1-N-methyl-4-N-[7-thia-9,11-diazatricyclo[6.4.0.0[2,6]]dodeca-1(12),2(6),8,10-tetraen-12-yl]cyclohexane-1,4-diamine (90 mg, 0.30 mmol, 1.00 equiv) in DMF (10 mL) was added 2-chloro-1-(morpholin-4-yl)ethan-1-one (73.35 mg, 0.45 mmol, 1.50 equiv) and potassium carbonate (83 mg, 0.60 mmol, 2.00 equiv) at room temperature under nitrogen. The resulting solution was stirred overnight at ambient temperature... Isolated yield 23.9%. Run at time 8 hour.